Task: describe an organic reaction: reactants, conditions, products, and yield. Dataset: the Open Reaction Database (ORD), a public repository of structured organic reaction records Reactants: CN(C)C(=O)C=O, Cc1ccc(-c2cn3cc(C)ccc3n2)cc1, CCCCCC, Cc1ccccc1, O. Yields the product Cc1ccc(-c2nc3ccc(C)cn3c2C(O)C(=O)N(C)C)cc1. Reaction SMILES: [CH3:18][N:19]([C:20]([CH:21]=[O:22])=[O:23])[CH3:24].[CH3:1][c:2]1[cH:3][cH:4][c:5]2[n:6]([cH:7]1)[cH:8][c:9](-[c:11]1[cH:12][cH:13][c:14]([CH3:17])[cH:15][cH:16]1)[n:10]2.[CH3:26][CH2:27][CH2:28][CH2:29][CH2:30][CH3:31].[CH3:32][c:33]1[cH:34][cH:35][cH:36][cH:37][cH:38]1.[OH2:25]>>[CH3:1][c:2]1[cH:3][cH:4][c:5]2[n:6]([cH:7]1)[c:8]([CH:21]([C:20]([N:19]([CH3:18])[CH3:24])=[O:23])[OH:22])[c:9](-[c:11]1[cH:12][cH:13][c:14]([CH3:17])[cH:15][cH:16]1)[n:10]2. Starting materials: C1CCOC1, CCOC(C)=O, CO, Cl, [Na+], [OH-], COC(=O)c1ccc(NC(=O)c2ccc(-c3ccccc3)cc2)cc1. The product is O=C(O)c1ccc(NC(=O)c2ccc(-c3ccccc3)cc2)cc1. RXN SMILES: [CH2:35]1[O:36][CH2:37][CH2:38][CH2:39]1.[CH3:29][CH2:30][O:31][C:32](=[O:33])[CH3:34].[CH3:40][OH:41].[ClH:28].[Na+:2].[OH-:1].[c:3]1(-[c:22]2[cH:23][cH:24][cH:25][cH:26][cH:27]2)[cH:4][cH:5][c:6]([C:9](=[O:10])[NH:11][c:12]2[cH:13][cH:14][c:15]([C:16](=[O:17])[O:18][CH3:19])[cH:20][cH:21]2)[cH:7][cH:8]1>>[c:3]1(-[c:22]2[cH:23][cH:24][cH:25][cH:26][cH:27]2)[cH:4][cH:5][c:6]([C:9](=[O:10])[NH:11][c:12]2[cH:13][cH:14][c:15]([C:16](=[O:17])[OH:18])[cH:20][cH:21]2)[cH:7][cH:8]1. Starting materials: C1(=CC=CC=C1)C1CC(CC(C1)=O)=O (5-phenylcyclohexane-1,3-dione), NC1C(CCCC1)O (2-aminocyclohexanol), 4A. Run in O1CCCC1 (tetrahydrofuran). Conditions: temperature 150 celsius, time 4 hour. Yields the product C1(=CC=CC=C1)C1CC=2NC=3CCCCC3C2C(C1)=O (2-phenyl-1,2,3,4,5,6,7,8-octahydrocarbazol-4-one). Isolated yield 60.3%. Reaction SMILES: [C:1]1([CH:7]2[CH2:12][C:11](=O)[CH2:10][C:9](=[O:14])[CH2:8]2)[CH:6]=[CH:5][CH:4]=[CH:3][CH:2]=1.[NH2:15][CH:16]1[CH2:21][CH2:20][CH2:19][CH2:18][CH:17]1O>O1CCCC1>[C:1]1([CH:7]2[CH2:8][C:9](=[O:14])[C:10]3[C:17]4[CH2:18][CH2:19][CH2:20][CH2:21][C:16]=4[NH:15][C:11]=3[CH2:12]2)[CH:2]=[CH:3][CH:4]=[CH:5][CH:6]=1. Reported procedure: A mixture of 5-phenylcyclohexane-1,3-dione (4.0 g), 2-aminocyclohexanol (3.2 g), molecular sieves 4A (24 g) and tetrahydrofuran (60 ml) was refluxed for 12 hours and cooled, and insoluble materials were filtered off. Under reduced pressure, the solvent was evaporated, and the residue was dissolved in dimethylformamide (100 ml). To the solution were added 2-bromomesitylene (4.2 g), tetrakistriphenylphosphine palladium (0.6 g) and potassium carbonate (5.9 g), and the mixture was stirred at 150° C.... The reactants are COC(=O)C1CC(F)CN1C(=O)c1ccccc1, [Li+], C1CCOC1, [OH-], O, O. Product: O=C(O)C1CC(F)CN1C(=O)c1ccccc1. RXN SMILES: [CH3:1][O:2][C:3]([CH:4]1[N:5]([C:10]([c:11]2[cH:12][cH:13][cH:14][cH:15][cH:16]2)=[O:17])[CH2:6][CH:7]([F:9])[CH2:8]1)=[O:18].[Li+:19].[O:22]1[CH2:23][CH2:24][CH2:25][CH2:26]1.[OH-:20].[OH2:21].[OH2:27]>>[O:2]=[C:3]([CH:4]1[N:5]([C:10]([c:11]2[cH:12][cH:13][cH:14][cH:15][cH:16]2)=[O:17])[CH2:6][CH:7]([F:9])[CH2:8]1)[OH:18].